This data is from the Open Reaction Database (ORD), a public repository of structured organic reaction records. The task is: describe an organic reaction: reactants, conditions, products, and yield Reactants: CC(=O)OC(C)=O, COC(=O)Cc1ccc(OC)cc1[N+](=O)[O-], CC(=O)O, [Zn]. Product: COC(=O)Cc1ccc(OC)cc1NC(C)=O. As a reaction SMILES: [CH3:17][C:18](=[O:19])[O:20][C:21](=[O:22])[CH3:23].[CH3:1][O:2][C:3]([CH2:4][c:5]1[c:6]([N+:13]([O-:14])=[O:15])[cH:7][c:8]([O:11][CH3:12])[cH:9][cH:10]1)=[O:16].[CH3:24][C:25](=[O:26])[OH:27].[Zn:28]>>[CH3:1][O:2][C:3]([CH2:4][c:5]1[c:6]([NH:13][C:18]([CH3:17])=[O:19])[cH:7][c:8]([O:11][CH3:12])[cH:9][cH:10]1)=[O:16]. Starting materials: Cl (HCl), Cl[Sn]Cl (SnCl2), [N+](=O)([O-])C1=C(C=CC(=C1)I)O (2-nitro-4-iodophenol). The product is NC1=C(C=CC(=C1)I)O (2-amino-4-iodophenol), IC1=CC=C(C=C1)O (p-iodophenol). As a reaction SMILES: Cl.Cl[Sn]Cl.[N+:5]([C:8]1[CH:13]=[C:12]([I:14])[CH:11]=[CH:10][C:9]=1[OH:15])([O-])=O>>[NH2:5][C:8]1[CH:13]=[C:12]([I:14])[CH:11]=[CH:10][C:9]=1[OH:15].[I:14][C:12]1[CH:13]=[CH:8][C:9]([OH:15])=[CH:10][CH:11]=1. Procedure details: 2-amino-4-iodophenol was prepared by the HCl and SnCl2 reduction of 2-nitro-4-iodophenol which was obtained from the nitration of p-iodophenol. Starting materials: ClC=1C=CC(=C(C1)C1=CC(N(C=C1OC)C(C(=O)NC1=CC=C(C(=O)OC(C)(C)C)C=C1)C[C@@H]1OCCC1)=O)C#N (tert-butyl 4-({2-[4-(5-chloro-2-cyanophenyl)-5-methoxy-2-oxopyridin-1(2H)-yl]-3-[(2R)-tetrahydrofuran-2-yl]propanoyl}amino)benzoate), C(=O)(C(F)(F)F)O (TFA). Product: ClC=1C=CC(=C(C1)C1=CC(N(C=C1OC)C(C(=O)NC1=CC=C(C(=O)O)C=C1)C[C@@H]1OCCC1)=O)C#N (4-({2-[4-(5-Chloro-2-cyanophenyl)-5-methoxy-2-oxopyridin-1(2H)-yl]-3-[(2R)-tetrahydrofuran-2-yl]propanoyl}amino)benzoic acid). Reaction SMILES: [Cl:1][C:2]1[CH:3]=[CH:4][C:5]([C:40]#[N:41])=[C:6]([C:8]2[C:13]([O:14][CH3:15])=[CH:12][N:11]([CH:16]([CH2:33][C@H:34]3[CH2:38][CH2:37][CH2:36][O:35]3)[C:17]([NH:19][C:20]3[CH:32]=[CH:31][C:23]([C:24]([O:26]C(C)(C)C)=[O:25])=[CH:22][CH:21]=3)=[O:18])[C:10](=[O:39])[CH:9]=2)[CH:7]=1.C(O)(C(F)(F)F)=O>>[Cl:1][C:2]1[CH:3]=[CH:4][C:5]([C:40]#[N:41])=[C:6]([C:8]2[C:13]([O:14][CH3:15])=[CH:12][N:11]([CH:16]([CH2:33][C@H:34]3[CH2:38][CH2:37][CH2:36][O:35]3)[C:17]([NH:19][C:20]3[CH:32]=[CH:31][C:23]([C:24]([OH:26])=[O:25])=[CH:22][CH:21]=3)=[O:18])[C:10](=[O:39])[CH:9]=2)[CH:7]=1. Procedure details: 327 mg (0.57 mmol) of tert-butyl 4-({2-[4-(5-chloro-2-cyanophenyl)-5-methoxy-2-oxopyridin-1(2H)-yl]-3-[(2R)-tetrahydrofuran-2-yl]propanoyl}amino)benzoate (mixture of enantiomerically pure diastereomers 1 and 2) were hydrolysed with TFA according to General Method 2. Yield: 227 mg (purity 94%, 72% of theory) Reactants: C(C)(=O)NC(C(=O)O)=CC1=CC=C(C=C1)OC1=CC=2C(CCC(C2C=C1)(C)C)(C)C (α-acetamido-4-(5,6,7,8-tetrahydro-5,5,8,8-tetramethyl-2-naphthyloxy)cinnamic acid), Cl (hydrochloric acid), C(C)O (ethyl alcohol). The solvent is O (water). Product: OC(C(=O)O)=CC1=CC=C(C=C1)OC1=CC=2C(CCC(C2C=C1)(C)C)(C)C (α-hydroxy-4-(5,6,7,8-tetrahydro-5,5,8,8-tetra-methyl-2-naphthyloxy)cinnamic acid). As a reaction SMILES: C(N[C:5](=[CH:9][C:10]1[CH:15]=[CH:14][C:13]([O:16][C:17]2[CH:26]=[CH:25][C:24]3[C:23]([CH3:28])([CH3:27])[CH2:22][CH2:21][C:20]([CH3:30])([CH3:29])[C:19]=3[CH:18]=2)=[CH:12][CH:11]=1)[C:6]([OH:8])=[O:7])(=O)C.Cl.C([OH:34])C>O>[OH:34][C:5](=[CH:9][C:10]1[CH:15]=[CH:14][C:13]([O:16][C:17]2[CH:26]=[CH:25][C:24]3[C:23]([CH3:27])([CH3:28])[CH2:22][CH2:21][C:20]([CH3:30])([CH3:29])[C:19]=3[CH:18]=2)=[CH:12][CH:11]=1)[C:6]([OH:8])=[O:7]. Procedure: 1.6 g of (4 mmol) of α-acetamido-4-(5,6,7,8-tetrahydro-5,5,8,8-tetramethyl-2-naphthyloxy)cinnamic acid, 25 ml of concentrated hydrochloric acid and 25 ml of ethyl alcohol were introduced into a round-bottomed flask and the mixture was heated at reflux for eight hours. The reaction medium was poured into water and extracted with ethyl acetate, and the organic phase was decanted, washed with water, dried over magnesium sulfate and evaporated. The residue obtained was triturated in a mixture of hex... Reactants: CC(C)(C)[Si](C)(C)OCCC1C(CO[Si](C)(C)C(C)(C)C)CC1OS(C)(=O)=O, [Li+], [N-]=[N+]=[N-], CN(C)C=O. RXN SMILES: [CH3:1][C:2]([CH3:3])([CH3:4])[Si:5]([O:6][CH2:7][CH2:8][CH:9]1[CH:10]([O:22][S:23]([CH3:24])(=[O:25])=[O:26])[CH2:11][CH:12]1[CH2:13][O:14][Si:15]([CH3:16])([CH3:17])[C:18]([CH3:19])([CH3:20])[CH3:21])([CH3:27])[CH3:28].[Li+:32].[N-:29]=[N+:30]=[N-:31].[O:33]=[CH:34][N:35]([CH3:36])[CH3:37]>>[CH3:1][C:2]([CH3:3])([CH3:4])[Si:5]([O:6][CH2:7][CH2:8][CH:9]1[CH:10]([N:29]=[N+:30]=[N-:31])[CH2:11][CH:12]1[CH2:13][O:14][Si:15]([CH3:16])([CH3:17])[C:18]([CH3:19])([CH3:20])[CH3:21])([CH3:27])[CH3:28]. Yields the product CC(C)(C)[Si](C)(C)OCCC1C(CO[Si](C)(C)C(C)(C)C)CC1N=[N+]=[N-]. Reactants: C(C)(=O)O[C@H]1[C@@H](O[C@@H]([C@H]([C@@H]1OC(C)=O)OC(C)=O)COC(C)=O)C1=CC(=C(C=C1)C)CC=1SC(=CC1)Cl (1-(2,3,4,6-tetra-O-acetyl-β-D-glucopyranosyl)-3-(5-chloro-2-thienylmethyl)-4-methylbenzene), CN(C=1C=C(C=CC1)B(O)O)C (3-dimethylaminophenylboronic acid). Yields the product C(C)(=O)O[C@H]1[C@@H](O[C@@H]([C@H]([C@@H]1OC(C)=O)OC(C)=O)COC(C)=O)C1=CC(=C(C=C1)C)CC=1SC(=CC1)C1=CC(=CC=C1)N(C)C (1-(2,3,4,6-tetra-O-acetyl-β-D-glucopyranosyl)-3-(5-(3-dimethylaminophenyl)-2-thienylmethyl)-4-methylbenzene). RXN SMILES: [C:1]([O:4][C@@H:5]1[C@@H:10]([O:11][C:12](=[O:14])[CH3:13])[C@H:9]([O:15][C:16](=[O:18])[CH3:17])[C@@H:8]([CH2:19][O:20][C:21](=[O:23])[CH3:22])[O:7][C@H:6]1[C:24]1[CH:29]=[CH:28][C:27]([CH3:30])=[C:26]([CH2:31][C:32]2[S:33][C:34](Cl)=[CH:35][CH:36]=2)[CH:25]=1)(=[O:3])[CH3:2].[CH3:38][N:39]([CH3:49])[C:40]1[CH:41]=[C:42](B(O)O)[CH:43]=[CH:44][CH:45]=1>>[C:1]([O:4][C@@H:5]1[C@@H:10]([O:11][C:12](=[O:14])[CH3:13])[C@H:9]([O:15][C:16](=[O:18])[CH3:17])[C@@H:8]([CH2:19][O:20][C:21](=[O:23])[CH3:22])[O:7][C@H:6]1[C:24]1[CH:29]=[CH:28][C:27]([CH3:30])=[C:26]([CH2:31][C:32]2[S:33][C:34]([C:44]3[CH:43]=[CH:42][CH:41]=[C:40]([N:39]([CH3:49])[CH3:38])[CH:45]=3)=[CH:35][CH:36]=2)[CH:25]=1)(=[O:3])[CH3:2]. Reported procedure: 1-(2,3,4,6-tetra-O-acetyl-β-D-glucopyranosyl)-3-(5-chloro-2-thienylmethyl)-4-methylbenzene 57 obtained in Example 120 (1) and 3-dimethylaminophenylboronic acid were used and treated in a manner similar to Example 120-(2) to give 1-(2,3,4,6-tetra-O-acetyl-β-D-glucopyranosyl)-3-(5-(3-dimethylaminophenyl)-2-thienylmethyl)-4-methylbenzene. APCI-Mass m/Z 638 (M+H). (2) the above 1-(2,3,4,6-tetra-O-acetyl-β-D-glucopyranosyl)-3-(5-(3-dimethylaminophenyl)-2-thienylmethyl)-4-methylbenzene was treated in ... Starting materials: NC1=NC=C(C=C1)Cl (2-amino-5-chloropyridine), C(=O)(Cl)Cl (phosgene), Cl.ClC1=CC=C(C=C1)C1=NNCC1(C)C(=O)OC (3-(4-chlorophenyl)-4-carbomethoxy-4-methyl-4,5-dihydro-1H-pyrazole hydrochloride), C(N)(=O)Cl (carbamoyl chloride). The solvent is C(C)N(CC)CC (triethylamine), C(C)(=O)OCC (ethyl acetate), C(C)#N (acetonitrile), C(C)N(CC)CC (triethylamine), C(C)#N (acetonitrile). Conditions: time 18 hour. Yields the product ClC=1C=CC(=NC1)NC(=O)N1N=C(C(C1)(C)C(=O)OC)C1=CC=C(C=C1)Cl (N-(5-chloropyrid-2-yl)-3-(4-chlorophenyl)-4-carbomethoxy-4-methyl-4,5-dihydro-1H-pyrazole-1-carboxamide). As a reaction SMILES: C(Cl)(Cl)=O.Cl.[Cl:6][C:7]1[CH:12]=[CH:11][C:10]([C:13]2[C:17]([C:19]([O:21][CH3:22])=[O:20])([CH3:18])[CH2:16][NH:15][N:14]=2)=[CH:9][CH:8]=1.[C:23](Cl)(=[O:25])[NH2:24].N[C:28]1[CH:33]=[CH:32][C:31]([Cl:34])=[CH:30][N:29]=1>C(OCC)(=O)C.C(N(CC)CC)C.C(#N)C>[Cl:34][C:31]1[CH:32]=[CH:33][C:28]([NH:24][C:23]([N:15]2[CH2:16][C:17]([C:19]([O:21][CH3:22])=[O:20])([CH3:18])[C:13]([C:10]3[CH:9]=[CH:8][C:7]([Cl:6])=[CH:12][CH:11]=3)=[N:14]2)=[O:25])=[N:29][CH:30]=1 |f:1.2|. Procedure: To 10 ml of acetonitrile containing 4.5 ml of 2.5M phosgene in ethyl acetate was added a slurry of 2.9 g (10 mmole) of 3-(4-chlorophenyl)-4-carbomethoxy-4-methyl-4,5-dihydro-1H-pyrazole hydrochloride 2.0 g (20 mmole) of triethylamine and 20 ml of acetonitrile. After stirring for 10 minutes the carbamoyl chloride was judged to have been formed and then 1.5 g (11 mmole) of 2-amino-5-chloropyridine was added with an additional 2 g of triethylamine. After stirring for 18 hours the mixture was partit... Reactants: CC(=O)[O-], CC(=O)O, COc1ccc(F)c(C=O)c1, C[N+](=O)[O-], [NH4+]. The product is COc1ccc(F)c(C=C[N+](=O)[O-])c1. Reaction SMILES: [CH3:17][C:18](=[O:19])[O-:20].[CH3:21][C:22](=[O:23])[OH:24].[F:1][c:2]1[c:3]([CH:4]=[O:5])[cH:6][c:7]([O:10][CH3:11])[cH:8][cH:9]1.[N+:12](=[O:13])([O-:14])[CH3:15].[NH4+:16]>>[F:1][c:2]1[c:3]([CH:4]=[CH:15][N+:12](=[O:13])[O-:14])[cH:6][c:7]([O:10][CH3:11])[cH:8][cH:9]1. The reactants are C(C)OC(C1=C(C=C(C(=C1)F)F)NC1CC1)=O (2-cyclopropylamino-4,5-difluorobenzoic acid ethyl ester), ClSN=C=O (chlorosulfanyl isocyanate). Solvent: ClCCl (dichloromethane). Conditions: temperature -20 celsius. Product: C1(CC1)N1C(NC(C2=CC(=C(C=C12)F)F)=O)=O (1-Cyclopropyl-6,7-difluoro-1H-quinazoline-2,4-dione). Yield: 38.2%. As a reaction SMILES: C(O[C:4](=[O:17])[C:5]1[CH:10]=[C:9]([F:11])[C:8]([F:12])=[CH:7][C:6]=1[NH:13][CH:14]1[CH2:16][CH2:15]1)C.ClS[N:20]=[C:21]=[O:22]>ClCCl>[CH:14]1([N:13]2[C:6]3[C:5](=[CH:10][C:9]([F:11])=[C:8]([F:12])[CH:7]=3)[C:4](=[O:17])[NH:20][C:21]2=[O:22])[CH2:15][CH2:16]1. Procedure details: To a solution of 2-cyclopropylamino-4,5-difluorobenzoic acid ethyl ester (Example 22) (5.0 g, 22.0 mmol) in dry dichloromethane (120 mL) under a N2 atmosphere is added chlorosulfanyl isocyanate (3.11 g, 22 mmol). The solution is reacted at room temperature for 4 hours, and the solvent is removed under reduced pressure. The residue is cooled to −20° C., and a cold brine solution (100 mL) buffered with NaHCO3 is added. The solution is warmed to room temperature for 1 hour. The volume is reduced by...